This data is from the Open Reaction Database (ORD), a public repository of structured organic reaction records. The task is: describe an organic reaction: reactants, conditions, products, and yield Reactants: N1(N=CC2=C1C1=CC=CC=C1C2)C2=CC=C(C(=O)Cl)C=C2 (4-(1,4-dihydroindeno[1,2-c]pyrazol-yl)benzoyl chloride), N1N=C(C2=C1C1=CC=CC=C1C2)C2=CC=C(C(=O)O)C=C2 (4-(1,4-dihydroindeno[1,2-c]pyrazol-3-yl)benzoic acid), C(C(=O)Cl)(=O)Cl (oxalyl chloride). The reagents and catalysts are CN(C)C=O (DMF). Run in ClCCl (dichloromethane). Conditions: time 3.5 hour. Product: N1N=C(C2=C1C1=CC=CC=C1C2)C2=CC=C(C(=O)OCCN1CCOCC1)C=C2 (2-morpholinoethyl 4-(1,4-dihydroindeno[1,2-c]pyrazol-3-yl)- benzoate). Reaction SMILES: [N:1]1([C:13]2C=CC(C(Cl)=O)=C[CH:14]=2)[C:5]2C3C(C[C:4]=2C=N1)=CC=CC=3.[NH:22]1[C:26]2[C:27]3[C:32]([CH2:33][C:25]=2[C:24]([C:34]2[CH:42]=[CH:41][C:37]([C:38]([OH:40])=[O:39])=[CH:36][CH:35]=2)=[N:23]1)=[CH:31][CH:30]=[CH:29][CH:28]=3.[C:43](Cl)(=[O:47])[C:44](Cl)=O>ClCCl.CN(C=O)C>[NH:22]1[C:26]2[C:27]3[C:32]([CH2:33][C:25]=2[C:24]([C:34]2[CH:42]=[CH:41][C:37]([C:38]([O:40][CH2:4][CH2:5][N:1]4[CH2:44][CH2:43][O:47][CH2:14][CH2:13]4)=[O:39])=[CH:36][CH:35]=2)=[N:23]1)=[CH:31][CH:30]=[CH:29][CH:28]=3. Reported procedure: A mixture of 4-(1,4-dihydroindeno[1,2-c]pyrazol-yl)benzoyl chloride [(500 mg) prepared by reaction of the product of Example 8 (1.45 g) with oxalyl chloride (1.5 ml) in dichloromethane (100 ml) and DMF (8 drops) followed by evaporation of the solvent], dichloromethane (50 ml), 2-morpholinoethanol (0.22 ml) and triethylamine (0.5 ml) was stirred at ambient temperature for 3.5 hours. The mixture was washed with water then with saturated sodium bicarbonate solution, then dried, filtered and evapora... The reactants are C(=O)C1CCC(=CC1C(=O)OCC)C (ethyl(1R/S,6R/S)-6-formyl-3-methylcyclohex-2-ene-1-carboxylate), [BH4-].[Na+] (NaBH4), O (Water). The solvent is CO (methanol). Run at time 2 hour. Yields the product OCC1CCC(=CC1C(=O)OCC)C (ethyl(1R/S,6R/S)-6-(hydroxymethyl)-3-methylcyclohex-2-ene-1-carboxylate). Reaction SMILES: [CH:1]([CH:3]1[CH:8]([C:9]([O:11][CH2:12][CH3:13])=[O:10])[CH:7]=[C:6]([CH3:14])[CH2:5][CH2:4]1)=[O:2].[BH4-].[Na+].O>CO>[OH:2][CH2:1][CH:3]1[CH:8]([C:9]([O:11][CH2:12][CH3:13])=[O:10])[CH:7]=[C:6]([CH3:14])[CH2:5][CH2:4]1 |f:1.2|. Reported procedure: To ethyl(1R/S,6R/S)-6-formyl-3-methylcyclohex-2-ene-1-carboxylate (516 mg, 2.6 mmol) in methanol (13 mL) at 0° C. was added NaBH4 (199 mg, 5.3 mmol) and the reaction mixture was stirred for 2 h. Water was added, the product extracted with ethyl acetate, and dried over anhydrous sodium sulfate. The solvent was removed in vacuo and the product was purified by flash chromatography over silica gel (ethyl acetate/hexanes, 20/80 to 40/60) to afford ethyl(1R/S,6R/S)-6-(hydroxymethyl)-3-methylcyclohex-2... Reactants: [N+](=O)([O-])C1=CC=C(C=C1)SCCN1C=NN=C1 (4-[2-(4-nitrophenylthio)ethyl]-4H-1,2,4-triazole), reduced iron, [Cl-].[Ca+2].[Cl-] (calcium chloride). Solvent: C(C)O (ethanol). Product: NC1=CC=C(C=C1)SCCN1C=NN=C1 (4-[2-(4-aminophenylthio)ethyl]-4H-1,2,4-triazole). Isolated yield 89.8%. Reaction SMILES: [N+:1]([C:4]1[CH:9]=[CH:8][C:7]([S:10][CH2:11][CH2:12][N:13]2[CH:17]=[N:16][N:15]=[CH:14]2)=[CH:6][CH:5]=1)([O-])=O.[Cl-].[Ca+2].[Cl-]>C(O)C>[NH2:1][C:4]1[CH:9]=[CH:8][C:7]([S:10][CH2:11][CH2:12][N:13]2[CH:14]=[N:15][N:16]=[CH:17]2)=[CH:6][CH:5]=1 |f:1.2.3|. Procedure details: A mixture of 4-[2-(4-nitrophenylthio)ethyl]-4H-1,2,4-triazole (1.0 g), reduced iron (1.12 g) and calcium chloride (0.22 g) in 15% hydrous ethanol (30 ml) was heated to reflux for 22 hours. The reaction mixture was concentrated under reduced pressure, and the obtained residue was separated and purified by column chromatography (basic silica gel, ethanol:ethyl acetate.: 1:19→1:9), to give 4-[2-(4-aminophenylthio)ethyl]-4H-1,2,4-triazole (0.79 g) as colorless crystals. Starting materials: C(=O)(OC(Cl)(Cl)Cl)OC(Cl)(Cl)Cl (ditrichloromethyl carbonate), [Si](C)(C)(C(C)(C)C)OC[C@@H]1C(=C[C@H](CN1)NOCC=C)C ((3R,6S)-6-[[(tert-butyldimethylsilyl)oxy]methyl]-5-methyl-N-(prop-2-en-1-yloxy)-1,2,3,6-tetrahydropyridin-3-amine), [Si](C)(C)(C(C)(C)C)OC[C@@H]1C(=C[C@H](CN1)NOCC=C)C ((3R,6S)-6-[[(tert-butyldimethylsilyl)oxy]methyl]-5-methyl-N-(prop-2-en-1-yloxy)-1,2,3,6-tetrahydropyridin-3-amine), C(C)(C)N(C(C)C)CC (N,N-Diisopropylethylamine). The solvent is C(C)#N (acetonitrile), C(C)#N (acetonitrile). Conditions: temperature -15 celsius, time 3 hour. The product is [Si](C)(C)(C(C)(C)C)OC[C@H]1N2C(N([C@H](C=C1C)C2)OCC=C)=O ((2S,5R)-2-[[(tert-butyldimethylsilyl)oxy]methyl]-3-methyl-6-(prop-2-en-1-yloxy)-1,6-diazabicyclo[3.2.1]oct-3-en-7-one). The yield is 117.9%. As a reaction SMILES: [Si:1]([O:8][CH2:9][C@H:10]1[NH:15][CH2:14][C@H:13]([NH:16][O:17][CH2:18][CH:19]=[CH2:20])[CH:12]=[C:11]1[CH3:21])([C:4]([CH3:7])([CH3:6])[CH3:5])([CH3:3])[CH3:2].C(N(CC)C(C)C)(C)C.[C:31](OC(Cl)(Cl)Cl)(OC(Cl)(Cl)Cl)=[O:32]>C(#N)C>[Si:1]([O:8][CH2:9][C@@H:10]1[C:11]([CH3:21])=[CH:12][C@@H:13]2[CH2:14][N:15]1[C:31](=[O:32])[N:16]2[O:17][CH2:18][CH:19]=[CH2:20])([C:4]([CH3:7])([CH3:6])[CH3:5])([CH3:2])[CH3:3]. Procedure: Into a 2000-mL 3-necked round-bottom flask purged and maintained with an inert atmosphere of nitrogen, was placed a solution of (3R,6S)-6-[[(tert-butyldimethylsilyl)oxy]methyl]-5-methyl-N-(prop-2-en-1-yloxy)-1,2,3,6-tetrahydropyridin-3-amine (Intermediate 147, 8.4 g, 26.88 mmol, 1.00 equiv) in acetonitrile (1600 mL), N,N-Diisopropylethylamine (14.2 g, 109.87 mmol, 4.00 equiv). This was followed by the addition of a solution of ditrichloromethyl carbonate (2.9 g, 9.77 mmol, 0.40 equiv) in acetoni... Reactants: II (I2), ice, N1N=CC2=CC(=CC=C12)C=O (1H-indazol-5-carbaldehyde), [OH-].[K+] (KOH), [O-]S(=O)(=S)[O-].[Na+].[Na+] (Na2S2O3). The solvent is CN(C)C=O (DMF), O (Water). The product is IC1=NNC2=CC=C(C=C12)C=O (3-iodo-1H-indazol-5-carbaldehyde). As a reaction SMILES: [NH:1]1[C:9]2[C:4](=[CH:5][C:6]([CH:10]=[O:11])=[CH:7][CH:8]=2)[CH:3]=[N:2]1.[OH-].[K+].[I:14]I.[O-]S([O-])(=S)=O.[Na+].[Na+]>CN(C=O)C.O>[I:14][C:3]1[C:4]2[C:9](=[CH:8][CH:7]=[C:6]([CH:10]=[O:11])[CH:5]=2)[NH:1][N:2]=1 |f:1.2,4.5.6|. Procedure: To an ice-cooled solution of 1H-indazol-5-carbaldehyde (34 mmol) and KOH (37 mmol) in DMF (50 mL) was added I2 (37 mmol) portionwise over 30 min. The mixture was allowed to warm to rt for 6 h. Water was added and then sat. Na2S2O3 solution was added to quench excess I2. The aqueous solution was extracted with EtOAc and the organic layer was dried (Na2SO4) and concentrated. The residue was purified by flash chromatography (EtOAc/hexane) to afford 3-iodo-1H-indazol-5-carbaldehyde. RXN SMILES: [Br:1][CH2:2][c:3]1[cH:4][c:5]([OH:13])[n:6][c:7]2[cH:8][cH:9][cH:10][cH:11][c:12]12.[CH2:35]([N+:36]([CH3:37])([CH3:38])[CH3:39])[c:40]1[cH:41][cH:42][cH:43][cH:44][cH:45]1.[Cl-:34].[Cl:14][c:15]1[c:16]([CH:22]([CH2:23][n:24]2[cH:25][n:26][cH:27][cH:28]2)[OH:29])[cH:17][cH:18][c:19]([Cl:21])[cH:20]1.[Na+:31].[Na:32].[O:46]1[CH2:47][CH2:48][CH2:49][CH2:50]1.[OH-:30].[OH2:33]>>[CH2:2]([c:3]1[cH:4][c:5]([OH:13])[n:6][c:7]2[cH:8][cH:9][cH:10][cH:11][c:12]12)[O:29][CH:22]([c:16]1[c:15]([Cl:14])[cH:20][c:19]([Cl:21])[cH:18][cH:17]1)[CH2:23][n:24]1[cH:25][n:26][cH:27][cH:28]1. The reactants are Oc1cc(CBr)c2ccccc2n1, C[N+](C)(C)Cc1ccccc1, [Cl-], OC(Cn1ccnc1)c1ccc(Cl)cc1Cl, [Na+], [Na], C1CCOC1, [OH-], O. Yields the product Oc1cc(COC(Cn2ccnc2)c2ccc(Cl)cc2Cl)c2ccccc2n1.